Dataset: the Open Reaction Database (ORD), a public repository of structured organic reaction records. Task: describe an organic reaction: reactants, conditions, products, and yield Starting materials: Brc1cc(Br)cc(Br)c1, [Li]CCCC, CSSC, CCOC(C)=O, [Cl-], [Na+], C1CCOC1. The product is CSc1cc(Br)cc(Br)c1. RXN SMILES: [Br:6][c:7]1[cH:8][c:9]([Br:14])[cH:10][c:11]([Br:13])[cH:12]1.[CH2:1]([Li:2])[CH2:3][CH2:4][CH3:5].[CH3:15][S:16][S:17][CH3:18].[CH3:26][CH2:27][O:28][C:29](=[O:30])[CH3:31].[Cl-:20].[Na+:19].[O:21]1[CH2:22][CH2:23][CH2:24][CH2:25]1>>[Br:6][c:7]1[cH:8][c:9]([Br:14])[cH:10][c:11]([S:16][CH3:15])[cH:12]1. Starting materials: CC#N, CCOC(=O)C1CCC(NC(=O)C(C2CCCCC2)n2c(-c3ccc(OC)nc3OC)nc3cc(F)c(F)cc32)CC1, [Na+], [OH-], O. Yields the product COc1ccc(-c2nc3cc(F)c(F)cc3n2C(C(=O)NC2CCC(C(=O)O)CC2)C2CCCCC2)c(OC)n1. As a reaction SMILES: [C:46](#[N:47])[CH3:48].[CH2:1]([CH3:2])[O:3][C:4](=[O:5])[CH:6]1[CH2:7][CH2:8][CH:9]([NH:12][C:13]([CH:14]([n:15]2[c:16](-[c:26]3[c:27]([O:34][CH3:35])[n:28][c:29]([O:32][CH3:33])[cH:30][cH:31]3)[n:17][c:18]3[c:19]2[cH:20][c:21]([F:25])[c:22]([F:24])[cH:23]3)[CH:36]2[CH2:37][CH2:38][CH2:39][CH2:40][CH2:41]2)=[O:42])[CH2:10][CH2:11]1.[Na+:44].[OH-:43].[OH2:45]>>[O:3]=[C:4]([OH:5])[CH:6]1[CH2:7][CH2:8][CH:9]([NH:12][C:13]([CH:14]([n:15]2[c:16](-[c:26]3[c:27]([O:34][CH3:35])[n:28][c:29]([O:32][CH3:33])[cH:30][cH:31]3)[n:17][c:18]3[c:19]2[cH:20][c:21]([F:25])[c:22]([F:24])[cH:23]3)[CH:36]2[CH2:37][CH2:38][CH2:39][CH2:40][CH2:41]2)=[O:42])[CH2:10][CH2:11]1. Starting materials: amide, C1(=CC=CC=C1)C (Toluene), CCCCCCC (heptane), O1CCN(CC1)CCOC1=CC=C(C=C1)C=1C=CC(=NC1)CC(=O)OC (methyl 2-(5-(4-(2-morpholinoethoxy)phenyl)pyridin-2-yl)acetate), C(C1=CC=CC=C1)N (benzylamine), CCCCCCC (heptane), CCCCCCC (n-heptane). Run in C1(=CC=CC=C1)OC (anisole). Reaction conditions: temperature 150 celsius. Yields the product C=1C=CC(=CC1)CNC(=O)CC=2C=CC(=CN2)C=3C=CC(=CC3)OCCN4CCOCC4 (KX2-391). RXN SMILES: [O:1]1[CH2:6][CH2:5][N:4]([CH2:7][CH2:8][O:9][C:10]2[CH:15]=[CH:14][C:13]([C:16]3[CH:17]=[CH:18][C:19]([CH2:22][C:23](OC)=[O:24])=[N:20][CH:21]=3)=[CH:12][CH:11]=2)[CH2:3][CH2:2]1.[CH2:27]([NH2:34])[C:28]1[CH:33]=[CH:32][CH:31]=[CH:30][CH:29]=1.C1(C)C=CC=CC=1.CCCCCCC>C1(OC)C=CC=CC=1>[CH:31]1[CH:30]=[CH:29][C:28]([CH2:27][NH:34][C:23]([CH2:22][C:19]2[CH:18]=[CH:17][C:16]([C:13]3[CH:14]=[CH:15][C:10]([O:9][CH2:8][CH2:7][N:4]4[CH2:3][CH2:2][O:1][CH2:6][CH2:5]4)=[CH:11][CH:12]=3)=[CH:21][N:20]=2)=[O:24])=[CH:33][CH:32]=1. Reported procedure: The procedure for the amide formation described for the medium scale reaction worked well on large scale. Methyl ester 7 and benzylamine (3 equiv.) were dissolved in anisole and heated at 150° C. for almost 2 days. However, the isolation of the product using the medium-scale procedure can result in a solid mass of product. To avoid this issue, the reaction mixture was not cooled to room temperature, but cooled to 45-50° C. before adding the anti-solvent. Toluene and heptane were used as anti-sol... RXN SMILES: [CH3:1][NH:2][CH3:3].[C:4]1([S:10]([C:13]2[C:14]([S:25][CH3:26])=[N:15][N:16]3[C:21]([OH:22])=[CH:20][C:19]([CH2:23]Cl)=[N:18][C:17]=23)(=[O:12])=[O:11])[CH:9]=[CH:8][CH:7]=[CH:6][CH:5]=1>CCO.CN(C=O)C>[C:4]1([S:10]([C:13]2[C:14]([S:25][CH3:26])=[N:15][N:16]3[C:21]([OH:22])=[CH:20][C:19]([CH2:23][N:2]([CH3:3])[CH3:1])=[N:18][C:17]=23)(=[O:12])=[O:11])[CH:9]=[CH:8][CH:7]=[CH:6][CH:5]=1. Run at time 4 hour. Procedure details: 5 ml of a 33% solution of dimethylamine in EtOH were added to a solution of 1.4 g (3.7 mmol) of 3-benzenesulphonyl-5-chloromethyl-2-methylsulphanyl-pyrazolo[1,5-a]pyrimidin-7-ol in 20 ml of DMF and stirred at RT for 4 hrs. The reaction solution was evaporated, the residue was partitioned between 0.5N NaOH and CH2Cl2. The aqueous phase was extracted three times with CH2Cl2. The combined organic phases were dried (MgSO4), filtered and evaporated. Chromatography (SiO2, CH2Cl2/MeOH 4:1) yielded 1.3 ... Yield: 92.0%. The reactants are solution, CNC (dimethylamine), C1(=CC=CC=C1)S(=O)(=O)C=1C(=NN2C1N=C(C=C2O)CCl)SC (3-benzenesulphonyl-5-chloromethyl-2-methylsulphanyl-pyrazolo[1,5-a]pyrimidin-7-ol). The solvent is CCO (EtOH), CN(C)C=O (DMF). The product is C1(=CC=CC=C1)S(=O)(=O)C=1C(=NN2C1N=C(C=C2O)CN(C)C)SC (3-benzenesulphonyl-5-dimethylaminomethyl-2-methylsulphanyl-pyrazolo[1,5-a]pyrimidin-7-ol). Reactants: CCC(CO)Nc1nc(Cl)ncc1Br, CCO, Cl, Nc1csc(S(N)(=O)=O)c1, Nc1ccc(S(N)(=O)=O)s1. The product is CCC(CO)Nc1nc(Nc2csc(S(N)(=O)=O)c2)ncc1Br. RXN SMILES: [Br:1][c:2]1[c:3]([NH:9][CH:10]([CH2:11][OH:12])[CH2:13][CH3:14])[n:4][c:5]([Cl:8])[n:6][cH:7]1.[CH3:35][CH2:36][OH:37].[ClH:38].[NH2:15][c:16]1[cH:17][c:18]([S:21](=[O:22])(=[O:23])[NH2:24])[s:19][cH:20]1.[NH2:25][c:26]1[s:27][c:28]([S:29]([NH2:30])(=[O:31])=[O:32])[cH:33][cH:34]1>>[Br:1][c:2]1[c:3]([NH:9][CH:10]([CH2:11][OH:12])[CH2:13][CH3:14])[n:4][c:5]([NH:15][c:16]2[cH:17][c:18]([S:21](=[O:22])(=[O:23])[NH2:24])[s:19][cH:20]2)[n:6][cH:7]1.